Task: describe an organic reaction: reactants, conditions, products, and yield. Dataset: the Open Reaction Database (ORD), a public repository of structured organic reaction records Reactants: C1=C2CCC(=C1)C2, C=CCN, CCO[SiH](OCC)OCC, c1ccc2c(c1)Nc1ccccc1S2. The product is CCO[Si](CCCN)(OCC)OCC. Reaction SMILES: [C:5]12=[CH:11][CH:10]=[C:7]([CH2:6]1)[CH2:8][CH2:9]2.[CH2:1]([CH:2]=[CH2:3])[NH2:4].[CH2:26]([CH3:27])[O:28][SiH:29]([O:30][CH2:31][CH3:32])[O:33][CH2:34][CH3:35].[cH:12]1[c:13]2[c:22]([cH:23][cH:24][cH:25]1)[S:21][c:16]1[c:15]([cH:20][cH:19][cH:18][cH:17]1)[NH:14]2>>[CH2:1]([CH2:2][CH2:3][Si:29]([O:28][CH2:26][CH3:27])([O:30][CH2:31][CH3:32])[O:33][CH2:34][CH3:35])[NH2:4]. Starting materials: sodium hydrogen caronate, C(CC)C1=C(C=C(C(=C1C(C)(C)C)O)C(C)C)O (2-propyl-3-t-butyl-4-hydroxy-5-isopropylphenol), C(OC)(OC)OC (trimethyl orthoformate), C(=C)C(=O)C (methyl vinyl ketone). Run in CO (methanol). Reaction conditions: temperature 3 celsius. Product: COC1(OC2=C(C(=C(C(=C2CC1)C(C)C)O)C(C)(C)C)CCC)C (2-methoxy-2-methyl-7-t-butyl-5-isopropyl-8-propyl-chroman-6-ol). As a reaction SMILES: [CH2:1]([C:4]1[C:9]([C:10]([CH3:13])([CH3:12])[CH3:11])=[C:8]([OH:14])[C:7]([CH:15]([CH3:17])[CH3:16])=[CH:6][C:5]=1[OH:18])[CH2:2][CH3:3].[CH:19](OC)(OC)OC.[CH:26]([C:28]([CH3:30])=[O:29])=[CH2:27]>CO>[CH3:19][O:29][C:28]1([CH3:30])[CH2:26][CH2:27][C:6]2[C:5](=[C:4]([CH2:1][CH2:2][CH3:3])[C:9]([C:10]([CH3:11])([CH3:13])[CH3:12])=[C:8]([OH:14])[C:7]=2[CH:15]([CH3:17])[CH3:16])[O:18]1. Procedure details: Dissolve 2-propyl-3-t-butyl-4-hydroxy-5-isopropylphenol (2.0mol) and trimethyl orthoformate (0.3L) in methanol (1.2L) and degas. Place under a nitrogen atmosphere and cool to 3° C. and add concentrated sulfuric acid (5mL). Add, by dropwise addition, methyl vinyl ketone (340mL, 4.0mol) and stir without cooling for 44 hours. Pour into aqueous sodium hydrogen caronate and extract into ethyl ether. Dry (MgSO4) and evaporate the solvent in vacuo to give 2-methoxy-2-methyl-7-t-butyl-5-isopropyl-8-prop...